This data is from the Open Reaction Database (ORD), a public repository of structured organic reaction records. The task is: describe an organic reaction: reactants, conditions, products, and yield Reaction SMILES: [CH2:1]([C@H:8]1[CH2:12][O:11][C:10](=[O:13])[N:9]1[C:14](=[O:25])[CH2:15][CH2:16][C:17]1[CH:22]=[C:21]([F:23])[CH:20]=[C:19]([F:24])[CH:18]=1)[C:2]1[CH:7]=[CH:6][CH:5]=[CH:4][CH:3]=1.B(OS(C(F)(F)F)(=O)=O)(CCCC)CCCC.CCN(C(C)C)C(C)C.[C:52]([O:56][C:57]([N:59]1[C@@H:68]([C:69](O)=[O:70])[CH2:67][C:66]2[C:61](=[CH:62][CH:63]=[CH:64][CH:65]=2)[CH2:60]1)=[O:58])([CH3:55])([CH3:54])[CH3:53]>C(Cl)Cl.CO>[F:24][C:19]1[CH:18]=[C:17]([CH:22]=[C:21]([F:23])[CH:20]=1)[CH2:16][C@H:15]([C:14]([N:9]1[C@@H:8]([CH2:1][C:2]2[CH:3]=[CH:4][CH:5]=[CH:6][CH:7]=2)[CH2:12][O:11][C:10]1=[O:13])=[O:25])[C@@H:69]([C@H:68]1[CH2:67][C:66]2[C:61](=[CH:62][CH:63]=[CH:64][CH:65]=2)[CH2:60][N:59]1[C:57]([O:56][C:52]([CH3:55])([CH3:54])[CH3:53])=[O:58])[OH:70]. The yield is 77.8%. Reaction conditions: temperature -78 celsius, time 20 minute. Reported procedure: To a solution of (S)-4-benzyl-3-(3-(3,5-difluorophenyl)propanoyl)oxazolidin-2-one (preparation D, 1.3 g, 3.77 mmol) in CH2Cl2 (50 mL) at −78° C. was added Bu2BOTf (4.90 ml, 4.90 mmol, 1M in CH2Cl2) and Hunig's base (972 mg, 7.54 mmol). The resulting mixture was brought up to 0° C. and stirred for 20 min. The mixture was cooled back to −78° C. and a solution of (R)-tert-butyl 3-formyl-3,4-dihydroisoquinoline-2(1H)-carboxylate (Step A (3), 1.10 g, 4.20 mmol) in CH2Cl2 (50 mL) was added dropwise. W... Reactants: C(C)(C)(C)OC(=O)N1CC2=CC=CC=C2C[C@@H]1C(=O)O ((R)-2-(tert-butoxycarbonyl)-1,2,3,4-tetrahydro-isoquinoline-3-carboxylic acid), C(C1=CC=CC=C1)[C@@H]1N(C(OC1)=O)C(CCC1=CC(=CC(=C1)F)F)=O ((S)-4-benzyl-3-(3-(3,5-difluorophenyl)propanoyl)oxazolidin-2-one), B(CCCC)(CCCC)OS(=O)(=O)C(F)(F)F (Bu2BOTf), CCN(C(C)C)C(C)C (Hunig's base). The product is FC=1C=C(C[C@@H]([C@H](O)[C@@H]2N(CC3=CC=CC=C3C2)C(=O)OC(C)(C)C)C(=O)N2C(OC[C@@H]2CC2=CC=CC=C2)=O)C=C(C1)F ((R)-tert-butyl 3-((1S,2S)-2-(3,5-difluorobenzyl)-3-((S)-4-benzyl-2-oxooxazolidin-3-yl)-1-hydroxy-3-oxopropyl)-3,4-dihydro-isoquinoline-2(1H)-carboxylate). Run in C(Cl)Cl (CH2Cl2), C(Cl)Cl (CH2Cl2), CO (MeOH).